Task: describe an organic reaction: reactants, conditions, products, and yield. Dataset: the Open Reaction Database (ORD), a public repository of structured organic reaction records Product: title compound, O1C(=NC2=C1C=CC=C2)N2[C@@H](CCCC2)C(=O)N[C@@H]2CN(CC2)CC2=CC=CC=C2 ((2S)-1-(1,3-benzoxazol-2-yl)-N2-[(3S)-1-benzylpyrrolidin-3-yl]-2-piperidinecarboxamide). Procedure details: The title compound was prepared by a similar method to Example 1 from (2S)-1-(1,3-benzoxazol-2-yl)-2-piperidinecarboxylic acid [see Preparation 3] and (3S)-1-benzylpyrrolidin-3-ylamine. The crude product was purified by column chromatography on silica gel eluting with a solvent gradient of 50:50:1, changing to 20:80:1, by volume, hexane:ethyl acetate:0.88 aqueous ammonia solution, in 10% increments. The product was further purified by recrystallisation from ethyl acetate:hexane to afford (2S)-1-... Starting materials: O1C(=NC2=C1C=CC=C2)N2[C@@H](CCCC2)C(=O)O ((2S)-1-(1,3-benzoxazol-2-yl)-2-piperidinecarboxylic acid), C(C1=CC=CC=C1)N1C[C@H](CC1)N ((3S)-1-benzylpyrrolidin-3-ylamine). As a reaction SMILES: [O:1]1[C:5]2[CH:6]=[CH:7][CH:8]=[CH:9][C:4]=2[N:3]=[C:2]1[N:10]1[CH2:15][CH2:14][CH2:13][CH2:12][C@H:11]1[C:16]([OH:18])=O.[CH2:19]([N:26]1[CH2:30][CH2:29][C@H:28]([NH2:31])[CH2:27]1)[C:20]1[CH:25]=[CH:24][CH:23]=[CH:22][CH:21]=1>>[O:1]1[C:5]2[CH:6]=[CH:7][CH:8]=[CH:9][C:4]=2[N:3]=[C:2]1[N:10]1[CH2:15][CH2:14][CH2:13][CH2:12][C@H:11]1[C:16]([NH:31][C@H:28]1[CH2:29][CH2:30][N:26]([CH2:19][C:20]2[CH:25]=[CH:24][CH:23]=[CH:22][CH:21]=2)[CH2:27]1)=[O:18]. Reactants: BrC=1C(=NC=C(C(=O)NCC2=NC(=NO2)C(F)(F)F)C1)OCC(F)(F)F (5-bromo-6-(2,2,2-trifluoroethoxy)-N-((3-(trifluoromethyl)-1,2,4-oxadiazol-5-yl)methyl)nicotinamide), C1CCC2=CC(=CC=C12)B(O)O (B-(2,3-dihydro-1H-inden-5-yl)-boronic acid). The product is C1CCC2=CC(=CC=C12)C=1C(=NC=C(C(=O)NCC2=NC(=NO2)C(F)(F)F)C1)OCC(F)(F)F (5-(2,3-dihydro-1H-inden-5-yl)-6-(2,2,2-trifluoroethoxy)-N-((3-(trifluoromethyl)-1,2,4-oxadiazol-5-yl)methyl)nicotinamide). As a reaction SMILES: Br[C:2]1[C:3]([O:21][CH2:22][C:23]([F:26])([F:25])[F:24])=[N:4][CH:5]=[C:6]([CH:20]=1)[C:7]([NH:9][CH2:10][C:11]1[O:15][N:14]=[C:13]([C:16]([F:19])([F:18])[F:17])[N:12]=1)=[O:8].[CH2:27]1[C:35]2[C:30](=[CH:31][C:32](B(O)O)=[CH:33][CH:34]=2)[CH2:29][CH2:28]1>>[CH2:27]1[C:35]2[C:30](=[CH:31][C:32]([C:2]3[C:3]([O:21][CH2:22][C:23]([F:26])([F:25])[F:24])=[N:4][CH:5]=[C:6]([CH:20]=3)[C:7]([NH:9][CH2:10][C:11]3[O:15][N:14]=[C:13]([C:16]([F:19])([F:18])[F:17])[N:12]=3)=[O:8])=[CH:33][CH:34]=2)[CH2:29][CH2:28]1. Procedure: The title compound was synthesized in analogy to Example 83 using 5-bromo-6-(2,2,2-trifluoroethoxy)-N-((3-(trifluoromethyl)-1,2,4-oxadiazol-5-yl)methyl)nicotinamide (example BP) and B-(2,3-dihydro-1H-inden-5-yl)-boronic acid (CAN 196861-31-1) as starting materials; LC-MS (UV peak area/ESI) 100%, 485.1016 (M−H)−.